From a dataset of the Open Reaction Database (ORD), a public repository of structured organic reaction records. describe an organic reaction: reactants, conditions, products, and yield Starting materials: ClCC(=O)C1=C(C=CC(=C1)C)C (2-chloro-1-(2,5-dimethylphenyl)ethanone), CC(CO)(CO)C (2,2-dimethyl-1,3-propanediol), p-TsOH hydrate, O (water), O (water). The solvent is C=1(C(=CC=CC1)C)C (xylene), C=1(C(=CC=CC1)C)C (xylene). Yields the product ClCC1(OCC(CO1)(C)C)C1=C(C=CC(=C1)C)C (2-Chloromethyl-5,5-dimethyl-2-(2,5-dimethylphenyl)-[1,3]dioxane). Reaction SMILES: [Cl:1][CH2:2][C:3]([C:5]1[CH:10]=[C:9]([CH3:11])[CH:8]=[CH:7][C:6]=1[CH3:12])=[O:4].[CH3:13][C:14]([CH3:19])([CH2:17]O)[CH2:15][OH:16].O>C1(C)C(C)=CC=CC=1>[Cl:1][CH2:2][C:3]1([C:5]2[CH:10]=[C:9]([CH3:11])[CH:8]=[CH:7][C:6]=2[CH3:12])[O:16][CH2:15][C:14]([CH3:19])([CH3:17])[CH2:13][O:4]1. Reported procedure: 0.5 mol of 2-chloro-1-(2,5-dimethylphenyl)ethanone, 104 g [1 mol] of 2,2-dimethyl-1,3-propanediol (neopentyl glycol) and 9.5 g [0.05 mol] of p-TsOH hydrate are boiled in 500 ml of xylene with a water trap until the formation of water ceases (about 4 hours). 200 ml of water and 30 ml of xylene are added to the reaction mixture at room temperature. A better phase separation is achieved by adding 50 ml of saturated aqueous NaCl solution. The organic phase is then extracted again with 100 ml of wate... The reactants are Cl (hydrochloric acid), N-t-hutoxycarbonyl-L-tyrosine, C(C)(C)(C)OC(=O)N[C@@H](CC1=CC=C(C=C1)O)C(=O)O (N-t-butoxycarbonyl-L-tyrosine), C(C)(=O)OCC (Ethyl acetate). Run in [OH-].[Na+] (sodium hydroxide). Run at time 2 hour. The product is C(C)(C)(C)OC(=O)N[C@@H](CC1=CC=C(C=C1)OCC)C(=O)O (N-tert-Butoxycarbonyl-O-ethyl-L-tyrosine). RXN SMILES: [C:1]([O:5][C:6]([NH:8][C@H:9]([C:18]([OH:20])=[O:19])[CH2:10][C:11]1[CH:16]=[CH:15][C:14]([OH:17])=[CH:13][CH:12]=1)=[O:7])([CH3:4])([CH3:3])[CH3:2].[C:21](OCC)(=O)[CH3:22].Cl>[OH-].[Na+]>[C:1]([O:5][C:6]([NH:8][C@H:9]([C:18]([OH:20])=[O:19])[CH2:10][C:11]1[CH:12]=[CH:13][C:14]([O:17][CH2:21][CH3:22])=[CH:15][CH:16]=1)=[O:7])([CH3:4])([CH3:2])[CH3:3] |f:3.4|. Reported procedure: N-t-hutoxycarbonyl-L-tyrosine (II, EXAMPLE 1, (235 g, 835 mmol) is dissolved in sodium hydroxide (4N, 705 mL) at 20-25°. Diethyl sullate (210 mL, 1.60 mol) is added over 15-20 min. The reaction mixture is stirred for 2 hr, then it is cooled with ice-bath (internal temperature around 15°). Ethyl acetate (1400 mL) is added, followed by slow addition ot hydrochloric acid (3N, 1410 mL) for 1 hr. The ethyl acetate layer is separated, and the aqueous layer is extracted with ethyl acetate (1400 mL). Th... RXN SMILES: [CH3:1][N:2]([C:9]1[CH:14]=[CH:13][C:12]([C:15]2[O:16][CH:17]([C:22]3[CH:27]=[CH:26][CH:25]=[CH:24][CH:23]=3)[CH:18]([OH:21])[CH2:19][N:20]=2)=[CH:11][CH:10]=1)[C:3](=[O:8])[C:4]([F:7])([F:6])[F:5].[C:28]1([N:34]=[C:35]=[O:36])[CH:33]=[CH:32][CH:31]=[CH:30][CH:29]=1>ClCCCl>[CH3:1][N:2]([C:9]1[CH:10]=[CH:11][C:12]([C:15]2[O:16][CH:17]([C:22]3[CH:27]=[CH:26][CH:25]=[CH:24][CH:23]=3)[CH:18]([O:21][C:35](=[O:36])[NH:34][C:28]3[CH:33]=[CH:32][CH:31]=[CH:30][CH:29]=3)[CH2:19][N:20]=2)=[CH:13][CH:14]=1)[C:3](=[O:8])[C:4]([F:5])([F:7])[F:6]. The yield is 38.0%. Reactants: CN(C(C(F)(F)F)=O)C1=CC=C(C=C1)C=1OC(C(CN1)O)C1=CC=CC=C1 ((5RS, 6SR)-2-[4-(N-methyltrifluoroacetamido)phenyl]-6-phenyl-5,6-dihydro-4H-1,3-oxazin-5-ol), C1(=CC=CC=C1)N=C=O (phenyl isocyanate). Product: CN(C(C(F)(F)F)=O)C1=CC=C(C=C1)C=1OC(C(CN1)OC(NC1=CC=CC=C1)=O)C1=CC=CC=C1 ((5RS, 6SR)-2-[4-(N-methyltrifluoroacetamido)phenyl]-6-phenyl-5-phenylcarbamoyloxy-5,6-dihydro-4H-1,3-oxazine). Procedure details: A mixture of (5RS, 6SR)-2-[4-(N-methyltrifluoroacetamido)phenyl]-6-phenyl-5,6-dihydro-4H-1,3-oxazin-5-ol (1.54 g) and phenyl isocyanate (0.6 g) in 1,2-dichloroethane (25 cc) is heated to reflux for 18 hours. The reaction mixture is then concentrated to dryness under reduced pressure (2.7 kPa). After recrystallization of the residue thereby obtained in isopropyl ether, (5RS, 6SR)-2-[4-(N-methyltrifluoroacetamido)phenyl]-6-phenyl-5-phenylcarbamoyloxy-5,6-dihydro-4H-1,3-oxazine (0.77 g), m.p. 160° ... The solvent is ClCCCl (1,2-dichloroethane). The reactants are C(C1=CC=CC=C1)(=O)OOC(C1=CC=CC=C1)=O (dibenzoyl peroxide), CC=1SC2=C(N1)C=CC(=C2)OC (2-methyl-6-methoxybenzothiazole), BrN1C(CCC1=O)=O (N-bromosuccinimide). Solvent: C(Cl)(Cl)(Cl)Cl (carbon tetrachloride). Product: BrCC=1SC2=C(N1)C=CC(=C2)OC (2-Bromomethyl-6-methoxybenzothiazole). Isolated yield 47.0%. Reaction SMILES: C(OOC(=O)C1C=CC=CC=1)(=O)C1C=CC=CC=1.[CH3:19][C:20]1[S:21][C:22]2[CH:28]=[C:27]([O:29][CH3:30])[CH:26]=[CH:25][C:23]=2[N:24]=1.[Br:31]N1C(=O)CCC1=O>C(Cl)(Cl)(Cl)Cl>[Br:31][CH2:19][C:20]1[S:21][C:22]2[CH:28]=[C:27]([O:29][CH3:30])[CH:26]=[CH:25][C:23]=2[N:24]=1. Reported procedure: 17.4 mg of dibenzoyl peroxide were added to a solution of 0.8 ml of 2-methyl-6-methoxybenzothiazole and 1.05 g of N-bromosuccinimide in 20 ml of carbon tetrachloride at room temperature and the resulting mixture was stirred under reflux for 5 hours. At the end of this time, the mixture was allowed to cool to room temperature and then extracted with methylene chloride. The resulting extract was washed consecutively with a saturated aqueous sodium sulfite solution, water and an aqueous sodium chlo...